This data is from the Open Reaction Database (ORD), a public repository of structured organic reaction records. The task is: describe an organic reaction: reactants, conditions, products, and yield Reactants: N#Cc1ccc(C(=O)O)o1, CCN(C(C)C)C(C)C, O=C(Cl)C(=O)Cl, CN1CCN(c2ccc([N+](=O)[O-])c(-c3ccccc3F)c2)CC1, CN(C)C=O. The product is CN1CCN(c2ccc(NC(=O)c3ccc(C#N)o3)c(-c3ccccc3F)c2)CC1. As a reaction SMILES: [C:24](#[N:25])[c:26]1[cH:27][cH:28][c:29]([C:31](=[O:32])[OH:33])[o:30]1.[CH:40]([N:41]([CH2:42][CH3:43])[CH:44]([CH3:45])[CH3:46])([CH3:47])[CH3:48].[Cl:34][C:35]([C:36]([Cl:37])=[O:38])=[O:39].[F:1][c:2]1[c:3](-[c:8]2[cH:9][c:10]([N:17]3[CH2:18][CH2:19][N:20]([CH3:23])[CH2:21][CH2:22]3)[cH:11][cH:12][c:13]2[N+:14]([O-:15])=[O:16])[cH:4][cH:5][cH:6][cH:7]1.[O:49]=[CH:50][N:51]([CH3:52])[CH3:53]>>[F:1][c:2]1[c:3](-[c:8]2[cH:9][c:10]([N:17]3[CH2:18][CH2:19][N:20]([CH3:23])[CH2:21][CH2:22]3)[cH:11][cH:12][c:13]2[NH:14][C:31]([c:29]2[cH:28][cH:27][c:26]([C:24]#[N:25])[o:30]2)=[O:32])[cH:4][cH:5][cH:6][cH:7]1. Starting materials: BrC(C(OC1=CC=C(C=C1)O)(F)F)F (4-(2-bromo-1,1,2-trifluoroethoxy)-phenol), S(=O)(=O)(Cl)Cl (sulfuryl chloride). The reagents and catalysts are C1(=CC=CC=C1)SC1=CC=CC=C1 (diphenyl sulfide). The solvent is C(C)(=O)O (acetic acid). Run at time 3 hour. Product: ClC1=C(C=CC(=C1)OC(C(F)Br)(F)F)O (2-Chloro-4-(2-bromo-1,1,2-trifluoroethoxy)-phenol). As a reaction SMILES: [Br:1][CH:2]([F:14])[C:3]([F:13])([F:12])[O:4][C:5]1[CH:10]=[CH:9][C:8]([OH:11])=[CH:7][CH:6]=1.S(Cl)([Cl:18])(=O)=O>C1(SC2C=CC=CC=2)C=CC=CC=1.C(O)(=O)C>[Cl:18][C:7]1[CH:6]=[C:5]([O:4][C:3]([F:12])([F:13])[CH:2]([Br:1])[F:14])[CH:10]=[CH:9][C:8]=1[OH:11]. Procedure: 12.2 g of 4-(2-bromo-1,1,2-trifluoroethoxy)-phenol and 5 drops of diphenyl sulfide were dissolved in 30 ml of glacial acetic acid, and 6.1 g of sulfuryl chloride were added, a little at a time, at 25° C. After 3 hours at 25° C., the volatile components were removed, the residue was taken up with 300 ml of methylene chloride, and the solution was washed with 100 ml of 10% strength NaHCO3 solution and 100 ml of water, dried over Na2SO4 and distilled at 82° C./0.3 mbar. Yield: 12.6 g. Starting materials: OC(C(=O)O[C@@H]1CC[C@H](CC1)N(C)CCC(=O)NC1=C(C=C(C(=C1)OC)CC=O)Cl)(C=1SC=CC1)C=1SC=CC1 (trans-4-[(3-{[2-chloro-5-methoxy-4-(2-oxoethyl)phenyl]amino}-3-oxopropyl)(methyl)amino]cyclohexyl hydroxy(di-2-thienyl)acetate), OC(C(=O)O[C@@H]1CC[C@H](CC1)N(C)CCC(=O)NC1=C(C=C(C(=C1)OC)CC=O)Cl)(C=1SC=CC1)C=1SC=CC1 (trans-4-[(3-{[2-chloro-5-methoxy-4-(2-oxoethyl)phenyl]amino}-3-oxopropyl)(methyl)amino]cyclohexyl hydroxy(di-2-thienyl)acetate), C(C)(=O)[O-].[Si](C)(C)(C(C)(C)C)O[C@@H](C[NH3+])C1=C2C=CC(NC2=C(C=C1)O)=O ((2R)-2-{[tert-butyl(dimethyl)silyl]oxy}-2-(8-hydroxy-2-oxo-1,2-dihydroquinolin-5-yl)ethanaminium acetate), C(C)(C)NCCNC(C)C (diisopropylethylendiamine), C(C)(=O)O[BH-](OC(C)=O)OC(C)=O.[Na+] (sodium triacetoxyborohydride), C([O-])(O)=O (bicarbonate). The solvent is CO (methanol). Conditions: time 2.5 hour. Yields the product OC(C(=O)O[C@@H]1CC[C@H](CC1)N(C)CCC(=O)NC1=C(C=C(C(=C1)OC)CCNC[C@@H](C1=C2C=CC(NC2=C(C=C1)O)=O)O[Si](C)(C)C(C)(C)C)Cl)(C=1SC=CC1)C=1SC=CC1 (trans-4-[(3-{[4-(2-{[(2R)-2-{[tert-butyl(dimethyl)silyl]oxy}-2-(8-hydroxy-2-oxo-1,2-dihydroquinolin-5-yl)ethyl]amino}ethyl)-2-chloro-5-methoxyphenyl]amino}-3-oxopropyl)(methyl)amino]cyclohexyl hydroxy(di-2-thienyl)acetate). The yield is 52.0%. RXN SMILES: [OH:1][C:2]([C:36]1[S:37][CH:38]=[CH:39][CH:40]=1)([C:31]1[S:32][CH:33]=[CH:34][CH:35]=1)[C:3]([O:5][C@H:6]1[CH2:11][CH2:10][C@H:9]([N:12]([CH2:14][CH2:15][C:16]([NH:18][C:19]2[CH:24]=[C:23]([O:25][CH3:26])[C:22]([CH2:27][CH:28]=O)=[CH:21][C:20]=2[Cl:30])=[O:17])[CH3:13])[CH2:8][CH2:7]1)=[O:4].C([O-])(=O)C.[Si:45]([O:52][C@H:53]([C:56]1[CH:65]=[CH:64][C:63]([OH:66])=[C:62]2[C:57]=1[CH:58]=[CH:59][C:60](=[O:67])[NH:61]2)[CH2:54][NH3+:55])([C:48]([CH3:51])([CH3:50])[CH3:49])([CH3:47])[CH3:46].C(NCCNC(C)C)(C)C.C(O[BH-](OC(=O)C)OC(=O)C)(=O)C.[Na+].C(=O)(O)[O-]>CO>[OH:1][C:2]([C:31]1[S:32][CH:33]=[CH:34][CH:35]=1)([C:36]1[S:37][CH:38]=[CH:39][CH:40]=1)[C:3]([O:5][C@H:6]1[CH2:7][CH2:8][C@H:9]([N:12]([CH2:14][CH2:15][C:16]([NH:18][C:19]2[CH:24]=[C:23]([O:25][CH3:26])[C:22]([CH2:27][CH2:28][NH:55][CH2:54][C@H:53]([O:52][Si:45]([C:48]([CH3:51])([CH3:50])[CH3:49])([CH3:46])[CH3:47])[C:56]3[CH:65]=[CH:64][C:63]([OH:66])=[C:62]4[C:57]=3[CH:58]=[CH:59][C:60](=[O:67])[NH:61]4)=[CH:21][C:20]=2[Cl:30])=[O:17])[CH3:13])[CH2:10][CH2:11]1)=[O:4] |f:1.2,4.5|. Reported procedure: To a solution of trans-4-[(3-{[2-chloro-5-methoxy-4-(2-oxoethyl)phenyl]amino}-3-oxopropyl)(methyl)amino]cyclohexyl hydroxy(di-2-thienyl)acetate (intermediate 123; 173 mg, 0.16 mmol) in methanol (1.73 mL) was added (2R)-2-{[tert-butyl(dimethyl)silyl]oxy}-2-(8-hydroxy-2-oxo-1,2-dihydroquinolin-5-yl)ethanaminium acetate (prepared according to preparation 8 from US20060035931) (78 mg, 0.2 mmol), diisopropylethylendiamine (0.03 mL, 0.2 mmol) and sodium triacetoxyborohydride (108 mg, 0.51 mmol). The r... Reactants: O.C1(=CC=C(C=C1)S(=O)(=O)O)C (p-toluenesulfonic acid hydrate), C(CCC)NC([C@@H](C[C@@H]([C@H](CC(CC(=O)N1CC(OC2=C1C=CC=C2)C2OCCO2)(C)C)N)O)C)=O (5(S)-Amino-4(S)-hydroxy-2(R),7,7-trimethyl-8-[2(R,S)-(dioxolan-2-yl)-3,4-dihydro-2H-1,4-benzoxazin-4-ylcarbonyl]-octanoic acid (N-butyl)amide), crude product, C(C1=CC=CC=C1)OC(=O)N1CC(OC2=C1C=CC=C2)C=O (N-benzyloxycarbonyl-2(R,S)-formyl-3,4-dihydro-2H-1,4-benzoxazine), C(CO)O (ethylene glycol). The solvent is O (water), C1(=CC=CC=C1)C (toluene), C(C)(=O)OCC (ethyl acetate), C1(=CC=CC=C1)C (toluene). Yields the product C(C1=CC=CC=C1)OC(=O)N1CC(OC2=C1C=CC=C2)C2OCCO2 (N-benzyloxycarbonyl-2(R,S)-(dioxolan2-yl)-3,4-dihydro-2H-1,4-benzoxazine). As a reaction SMILES: C(NC(=O)[C@H](C)C[C@H](O)[C@@H](N)CC(C)(C)C[C:14]([N:16]1[C:21]2[CH:22]=[CH:23][CH:24]=[CH:25][C:20]=2[O:19][CH:18]([CH:26]2[O:30][CH2:29][CH2:28][O:27]2)[CH2:17]1)=[O:15])CCC.[CH2:37]([O:44]C(N1C2C=CC=CC=2OC(C=O)C1)=O)[C:38]1[CH:43]=[CH:42][CH:41]=[CH:40][CH:39]=1.C(O)CO.O.C1(C)C=CC(S(O)(=O)=O)=CC=1>C1(C)C=CC=CC=1.C(OCC)(=O)C.O>[CH2:37]([O:44][C:14]([N:16]1[C:21]2[CH:22]=[CH:23][CH:24]=[CH:25][C:20]=2[O:19][CH:18]([CH:26]2[O:27][CH2:28][CH2:29][O:30]2)[CH2:17]1)=[O:15])[C:38]1[CH:43]=[CH:42][CH:41]=[CH:40][CH:39]=1 |f:3.4|. Reported procedure: The 2(R,S)-(dioxolan2-yl)-3,4-dihydro-2H-1,4-benzoxazine employed as the starting material is prepared by reaction of 500 mg of N-benzyloxycarbonyl-2(R,S)-formyl-3,4-dihydro-2H-1,4-benzoxazine (Example 107)with 0.28 ml of ethylene glycol in 25 ml of toluene under reflux, with azeotropic removal of water, overnight in the presence of 25 mg of p-toluenesulfonic acid hydrate. After customary working up and FC of the crude product over silica gel with a 6:1 mixture of toluene and ethyl acetate, N-be... Reactants: CCCCCCCc1ccc(C(=O)Nc2ccc(C(=O)NN)cc2)cc1, CC(=O)O, O=C1Nc2ccc(I)cc2C1=O. The product is CCCCCCCc1ccc(C(=O)Nc2ccc(C(=O)NN=C3C(=O)Nc4ccc(I)cc43)cc2)cc1. RXN SMILES: [CH2:13]([CH2:14][CH2:15][CH2:16][CH2:17][CH2:18][CH3:19])[c:20]1[cH:21][cH:22][c:23]([C:24](=[O:25])[NH:26][c:27]2[cH:28][cH:29][c:30]([C:33](=[O:34])[NH:35][NH2:36])[cH:31][cH:32]2)[cH:37][cH:38]1.[CH3:39][C:40](=[O:41])[OH:42].[I:1][c:2]1[cH:3][c:4]2[c:8]([cH:9][cH:10]1)[NH:7][C:6](=[O:11])[C:5]2=[O:12]>>[I:1][c:2]1[cH:3][c:4]2[c:8]([cH:9][cH:10]1)[NH:7][C:6](=[O:11])[C:5]2=[N:36][NH:35][C:33]([c:30]1[cH:29][cH:28][c:27]([NH:26][C:24]([c:23]2[cH:22][cH:21][c:20]([CH2:13][CH2:14][CH2:15][CH2:16][CH2:17][CH2:18][CH3:19])[cH:38][cH:37]2)=[O:25])[cH:32][cH:31]1)=[O:34]. Reactants: C(C)(C)(C)OC(=O)N1C[C@H]([C@H](CC1)COC=1N=NC(=C(C1)C1=CC=C(C=C1)OC1CCCCC1)CCCC)OC ((±)-cis-4-[6-butyl-5-(4-cyclohexyloxy-phenyl)-pyridazin-3-yloxymethyl]-3-methoxy-piperidine-1-carboxylic acid tert-butyl ester), Cl (HCl). The solvent is C(Cl)Cl (DCM), O1CCOCC1 (dioxane). Run at time 1 hour. The product is Cl.Cl.C(CCC)C=1N=NC(=CC1C1=CC=C(C=C1)OC1CCCCC1)OC[C@@H]1[C@@H](CNCC1)OC ((±)-cis-3-butyl-4-(4-cyclohexyloxy-phenyl)-6-(3-methoxy-piperidin-4-ylmethoxy)-pyridazine dihydrochloride). As a reaction SMILES: C(OC([N:8]1[CH2:13][CH2:12][C@H:11]([CH2:14][O:15][C:16]2[N:17]=[N:18][C:19]([CH2:35][CH2:36][CH2:37][CH3:38])=[C:20]([C:22]3[CH:27]=[CH:26][C:25]([O:28][CH:29]4[CH2:34][CH2:33][CH2:32][CH2:31][CH2:30]4)=[CH:24][CH:23]=3)[CH:21]=2)[C@H:10]([O:39][CH3:40])[CH2:9]1)=O)(C)(C)C.[ClH:41]>C(Cl)Cl.O1CCOCC1>[ClH:41].[ClH:41].[CH2:35]([C:19]1[N:18]=[N:17][C:16]([O:15][CH2:14][C@H:11]2[CH2:12][CH2:13][NH:8][CH2:9][C@H:10]2[O:39][CH3:40])=[CH:21][C:20]=1[C:22]1[CH:23]=[CH:24][C:25]([O:28][CH:29]2[CH2:30][CH2:31][CH2:32][CH2:33][CH2:34]2)=[CH:26][CH:27]=1)[CH2:36][CH2:37][CH3:38] |f:4.5.6|. Procedure details: To a solution of (±)-cis-4-[6-butyl-5-(4-cyclohexyloxy-phenyl)-pyridazin-3-yloxymethyl]-3-methoxy-piperidine-1-carboxylic acid tert-butyl ester (0.36 mmol, 0.20 g) in DCM (1 mL) was added 4 N HCl in dioxane (1 mL). The solution was stirred for 1 hour. The solvents were removed with reduced pressure and the salt was triturated with diethyl ether and filtered to give (±)-cis-3-butyl-4-(4-cyclohexyloxy-phenyl)-6-(3-methoxy-piperidin-4-ylmethoxy)-pyridazine dihydrochloride (0.17 g). Starting materials: CCN(C(C)C)C(C)C, O=S1CCc2nc(N3CCN(c4ccc(Cl)cc4)CC3)nc(Cl)c21, Cn1nc(CN)cc1O, C1COCCO1, O. Product: Cn1nc(CNc2nc(N3CCN(c4ccc(Cl)cc4)CC3)nc3c2S(=O)CC3)cc1O. RXN SMILES: [CH:34]([N:35]([CH:36]([CH3:37])[CH3:38])[CH2:39][CH3:40])([CH3:41])[CH3:42].[Cl:1][c:2]1[c:3]2[c:4]([n:5][c:6]([N:8]3[CH2:9][CH2:10][N:11]([c:14]4[cH:15][cH:16][c:17]([Cl:20])[cH:18][cH:19]4)[CH2:12][CH2:13]3)[n:7]1)[CH2:21][CH2:22][S:23]2=[O:24].[NH2:25][CH2:26][c:27]1[cH:28][c:29]([OH:33])[n:30]([CH3:32])[n:31]1.[O:44]1[CH2:45][CH2:46][O:47][CH2:48][CH2:49]1.[OH2:43]>>[c:2]1([NH:25][CH2:26][c:27]2[cH:28][c:29]([OH:33])[n:30]([CH3:32])[n:31]2)[c:3]2[c:4]([n:5][c:6]([N:8]3[CH2:9][CH2:10][N:11]([c:14]4[cH:15][cH:16][c:17]([Cl:20])[cH:18][cH:19]4)[CH2:12][CH2:13]3)[n:7]1)[CH2:21][CH2:22][S:23]2=[O:24]. Starting materials: [N+](=O)([O-])C1=C(C=CC(=C1)C(F)(F)F)C(F)(F)F (2-nitro-1,4-bis(trifluoromethyl)benzene), Cl[Sn]Cl.O (SnCl2.H2O). Solvent: CO (methanol), Cl (HCl). Run at temperature 50 celsius, time 4 hour. The product is FC(C1=C(C=C(C=C1)C(F)(F)F)N)(F)F (2,5-bis(trifluoromethyl)benzenamine). The yield is 85.9%. RXN SMILES: [N+:1]([C:4]1[CH:9]=[C:8]([C:10]([F:13])([F:12])[F:11])[CH:7]=[CH:6][C:5]=1[C:14]([F:17])([F:16])[F:15])([O-])=O.Cl[Sn]Cl.O>CO.Cl>[F:15][C:14]([F:16])([F:17])[C:5]1[CH:6]=[CH:7][C:8]([C:10]([F:12])([F:13])[F:11])=[CH:9][C:4]=1[NH2:1] |f:1.2|. Reported procedure: To a solution of 2-nitro-1,4-bis(trifluoromethyl)benzene (3.3 g, 12.7 mmol) in methanol (15 mL) was added a solution of SnCl2.H2O (8.57 g, 38.1 mmol) in conc. HCl (15 mL) at room temperature, and the mixture was heated to 50° C. and stirred for 4 hours. Methanol was removed, and the aqueous solution was basified with conc. NaOH solution until pH 10. The suspension was diluted with EtOAc (100 mL), and the mixture was stirred at room temperature for 30 minutes and filtered. The solid was discarded... The reactants are C(C)(C)(C)OC(C(CC1(CCCC1)C(N[C@@H]1CC[C@@H](CC1)C(=O)OCC)=O)CN(CC1=CC=CC=C1)CC1=CC=CC=C1)=O (3-{1-[(cis-4-ethoxycarbonyl-cyclohexyl)-carbamoyl]cyclopentyl}-2-(dibenzylaminomethyl)propanoic acid t-butyl ester), [H][H] (hydrogen). The reagents and catalysts are [Pd] (palladium on charcoal). The solvent is C(C)O (ethanol), C(C)OCC (diethyl ether). The product is C(C)(C)(C)OC(C(CC1(CCCC1)C(N[C@@H]1CC[C@@H](CC1)C(=O)OCC)=O)CN)=O (3-{1-[(cis-4-Ethoxycarbonyl-cyclohexyl)carbamoyl]cyclopentyl}-2-(aminomethyl)propanoic acid t-butyl ester). The yield is 90.0%. Reaction SMILES: [C:1]([O:5][C:6](=[O:44])[CH:7]([CH2:28][N:29](CC1C=CC=CC=1)CC1C=CC=CC=1)[CH2:8][C:9]1([C:14](=[O:27])[NH:15][C@H:16]2[CH2:21][CH2:20][C@@H:19]([C:22]([O:24][CH2:25][CH3:26])=[O:23])[CH2:18][CH2:17]2)[CH2:13][CH2:12][CH2:11][CH2:10]1)([CH3:4])([CH3:3])[CH3:2].[H][H]>C(O)C.[Pd].C(OCC)C>[C:1]([O:5][C:6](=[O:44])[CH:7]([CH2:28][NH2:29])[CH2:8][C:9]1([C:14](=[O:27])[NH:15][C@H:16]2[CH2:17][CH2:18][C@@H:19]([C:22]([O:24][CH2:25][CH3:26])=[O:23])[CH2:20][CH2:21]2)[CH2:13][CH2:12][CH2:11][CH2:10]1)([CH3:3])([CH3:2])[CH3:4]. Procedure details: The product from step (c) above (4.6 g, 7.62 mmole) in ethanol (75 ml) was hydrogenated in an atmosphere of hydrogen (50 p.s.i., 3.46 bar) over palladium on charcoal (200 mg), at room temperature overnight. The reaction mixture was filtered through a Solkaflok pad, and the filtrate evaporated to dryness to yield the crude product as an oil. This was dissolved in diethyl ether, and extracted into dilute hydrochloric acid (pH 2) (2x). The combined aqueous layers were washed with diethyl ether, the...